This data is from the Open Reaction Database (ORD), a public repository of structured organic reaction records. The task is: describe an organic reaction: reactants, conditions, products, and yield The reactants are CC1=C(C(CCC1)(C)C)C=CC(CCC)=O (1-(2,6,6-trimethylcyclohex-1-enyl)hex-1-en-3-one), OC1(C(C(CC(C1)O)(C)C)C=CC(C)O)C (4-(2,4-Dihydroxy-2,6,6-Trimethylcyclohexyl)But-3-en-2-ol). The product is OC1(C(C(CCC1)(C)C)C=CC(CCC)O)C (1-(2-Hydroxy-2,6,6-Trimethylcyclohexyl)Hex-1-en-3-ol). As a reaction SMILES: [CH3:1][C:2]1[CH2:7][CH2:6][CH2:5][C:4]([CH3:9])([CH3:8])[C:3]=1[CH:10]=[CH:11][C:12](=[O:16])[CH2:13][CH2:14][CH3:15].[OH:17]C1(C)CC(O)CC(C)(C)C1C=CC(O)C>>[OH:17][C:2]1([CH3:1])[CH2:7][CH2:6][CH2:5][C:4]([CH3:8])([CH3:9])[CH:3]1[CH:10]=[CH:11][CH:12]([OH:16])[CH2:13][CH2:14][CH3:15]. Procedure: The entitled compound was prepared from 1-(2,6,6-trimethylcyclohex-1-enyl)hex-1-en-3-one in the same manner as in Example 1-(4), (5), and (6). Reactants: CCO, CC(C)CC(C(=O)OCC1CC1)c1cc(Cl)c(-c2ccc(Cl)c(Cl)c2)c(OCC2CC2)c1, [K+], [OH-], O. The product is CC(C)CC(C(=O)O)c1cc(Cl)c(-c2ccc(Cl)c(Cl)c2)c(OCC2CC2)c1. Reaction SMILES: [CH3:35][CH2:36][OH:37].[CH:1]1([CH2:2][O:5][C:6]([CH:7]([CH2:8][CH:9]([CH3:10])[CH3:11])[c:12]2[cH:13][c:14]([Cl:31])[c:15](-[c:23]3[cH:24][c:25]([Cl:30])[c:26]([Cl:29])[cH:27][cH:28]3)[c:16]([O:18][CH2:19][CH:20]3[CH2:21][CH2:22]3)[cH:17]2)=[O:32])[CH2:3][CH2:4]1.[K+:34].[OH-:33].[OH2:38]>>[O:5]=[C:6]([CH:7]([CH2:8][CH:9]([CH3:10])[CH3:11])[c:12]1[cH:13][c:14]([Cl:31])[c:15](-[c:23]2[cH:24][c:25]([Cl:30])[c:26]([Cl:29])[cH:27][cH:28]2)[c:16]([O:18][CH2:19][CH:20]2[CH2:21][CH2:22]2)[cH:17]1)[OH:32]. Starting materials: CN1C(=O)CN(C(=O)Cl)C(c2ccccc2)c2cc(Cl)ccc21, CO, N. Product: CN1C(=O)CN(C(N)=O)C(c2ccccc2)c2cc(Cl)ccc21. Reaction SMILES: [CH3:1][N:2]1[C:3](=[O:23])[CH2:4][N:5]([C:20](=[O:21])[Cl:22])[CH:6]([c:14]2[cH:15][cH:16][cH:17][cH:18][cH:19]2)[c:7]2[c:8]1[cH:9][cH:10][c:11]([Cl:13])[cH:12]2.[CH3:25][OH:26].[NH3:24]>>[CH3:1][N:2]1[C:3](=[O:23])[CH2:4][N:5]([C:20](=[O:21])[NH2:24])[CH:6]([c:14]2[cH:15][cH:16][cH:17][cH:18][cH:19]2)[c:7]2[c:8]1[cH:9][cH:10][c:11]([Cl:13])[cH:12]2. Starting materials: CCOC(=O)Cc1nn[nH]n1, CCOC(C)=O, CC(C)(C)O, [Na+], [OH-], O=C(O)C(F)(F)F, O=S(=O)(O)O. Product: CCOC(=O)Cc1nnn(C(C)(C)C)n1. As a reaction SMILES: [CH2:1]([CH3:2])[O:3][C:4]([CH2:5][c:6]1[n:7][n:8][nH:9][n:10]1)=[O:11].[CH3:17][CH2:18][O:19][C:20](=[O:21])[CH3:22].[CH3:25][C:26]([CH3:27])([CH3:28])[OH:29].[Na+:24].[OH-:23].[OH:30][C:31]([C:32]([F:33])([F:34])[F:35])=[O:36].[S:12](=[O:13])(=[O:14])([OH:15])[OH:16]>>[CH2:1]([CH3:2])[O:3][C:4]([CH2:5][c:6]1[n:7][n:8][n:9]([C:26]([CH3:25])([CH3:27])[CH3:28])[n:10]1)=[O:11]. Reactants: OC[C@@H](C)N1C(=CC2=C(C(=CC=C12)C#N)C(F)(F)F)C (1-[(1R)-2-Hydroxy-1-methylethyl]-2-methyl-4-(trifluoromethyl)-1H-indole-5-carbonitrile), FC1=CC=C(C=N1)O (6-fluoro-3-pyridinol). Procedure details: Synthesized as described in Example 139C using 1-[(1R)-2-hydroxy-1-methylethyl]-2-methyl-4-(trifluoromethyl)-1H-indole-5-carbonitrile (Example 329) and 6-fluoro-3-pyridinol: MS (ES) m/z 378 (M+1). As a reaction SMILES: [OH:1][CH2:2][C@H:3]([N:5]1[C:13]2[C:8](=[C:9]([C:16]([F:19])([F:18])[F:17])[C:10]([C:14]#[N:15])=[CH:11][CH:12]=2)[CH:7]=[C:6]1[CH3:20])[CH3:4].[F:21][C:22]1[N:27]=[CH:26][C:25](O)=[CH:24][CH:23]=1>>[F:21][C:22]1[N:27]=[CH:26][C:25]([O:1][CH2:2][C@H:3]([N:5]2[C:13]3[C:8](=[C:9]([C:16]([F:19])([F:17])[F:18])[C:10]([C:14]#[N:15])=[CH:11][CH:12]=3)[CH:7]=[C:6]2[CH3:20])[CH3:4])=[CH:24][CH:23]=1. The product is FC1=CC=C(C=N1)OC[C@@H](C)N1C(=CC2=C(C(=CC=C12)C#N)C(F)(F)F)C (1-{(1R)-2-[(6-Fluoro-3-pyridinyl)oxy]-1-methylethyl}-2-methyl-4-(trifluoromethyl)-1H-indole-5-carbonitrile). Reactants: CC(=O)O, COc1ccc(C(F)(F)F)cc1N, CC(=O)[O-], O=C(Cl)CCl, [Na+], O. The product is COc1ccc(C(F)(F)F)cc1NC(=O)CCl. Reaction SMILES: [CH3:14][C:15](=[O:16])[OH:17].[CH3:1][O:2][c:3]1[c:4]([NH2:13])[cH:5][c:6]([C:9]([F:10])([F:11])[F:12])[cH:7][cH:8]1.[CH3:24][C:25](=[O:26])[O-:27].[Cl:18][CH2:19][C:20](=[O:21])[Cl:22].[Na+:23].[OH2:28]>>[CH3:1][O:2][c:3]1[c:4]([NH:13][C:20]([CH2:19][Cl:18])=[O:21])[cH:5][c:6]([C:9]([F:10])([F:11])[F:12])[cH:7][cH:8]1. Reactants: O=C1CCC(CC1)N1CCC(CC1)N1C(NC2=C1C=CC=C2)=O (1,3-dihydro-1-{1-[4-oxocyclohex-1-yl]piperidin-4-yl}-2H-benzimidazol-2-one), CCC([BH-](C(CC)C)C(CC)C)C.[Li+] (L-Selectride), solution. The solvent is O1CCCC1 (tetrahydrofuran), O1CCCC1 (tetrahydrofuran). Run at temperature -78 celsius, time 30 minute. Yields the product O[C@H]1CC[C@H](CC1)N1CCC(CC1)N1C(NC2=C1C=CC=C2)=O (cis-1,3-dihydro-1-{1-[4-hydroxycyclohex-1-yl]piperidin-4-yl}-2H-benzimidazol-2-one). The yield is 42.7%. Reaction SMILES: [O:1]=[C:2]1[CH2:7][CH2:6][CH:5]([N:8]2[CH2:13][CH2:12][CH:11]([N:14]3[C:18]4[CH:19]=[CH:20][CH:21]=[CH:22][C:17]=4[NH:16][C:15]3=[O:23])[CH2:10][CH2:9]2)[CH2:4][CH2:3]1.CCC(C)[BH-](C(C)CC)C(C)CC.[Li+]>O1CCCC1>[OH:1][C@@H:2]1[CH2:3][CH2:4][C@H:5]([N:8]2[CH2:13][CH2:12][CH:11]([N:14]3[C:18]4[CH:19]=[CH:20][CH:21]=[CH:22][C:17]=4[NH:16][C:15]3=[O:23])[CH2:10][CH2:9]2)[CH2:6][CH2:7]1 |f:1.2|. Procedure: To a stirred solution of 1,3-dihydro-1-{1-[4-oxocyclohex-1-yl]piperidin-4-yl}-2H-benzimidazol-2-one (100 mg) in dry tetrahydrofuran (25 mL) at -78° C., under nitrogen, was added L-Selectride (0.385 mL of a 1.0M solution in tetrahydrofuran). The reaction mixture was stirred at -78° C. for 30 min, then quenched with water (3 mL). The solution was allowed to warm to room temperature and ethyl acetate (50 mL) was added. The organic layer was washed with saturated sodium carbonate (10 mL), then water... The reactants are CC1(OB(OC1(C)C)C1=CC=C(C=C1)[C@H]1[C@@H](C1)C(=O)OCC)C (Ethyl 2-(trans)-[4-(4,4,5,5-tetramethyl-1,3,2-dioxaborolan-2-yl)phenyl]cyclopropanecarboxylate), Cl (HCl). Run in [OH-].[Na+] (NaOH). Conditions: temperature 100 celsius. Yields the product CC1(OB(OC1(C)C)C1=CC=C(C=C1)[C@H]1[C@@H](C1)C(=O)O)C (2-(trans)-[4-(4,4,5,5-Tetramethyl-1,3,2-dioxaborolan-2-yl)phenyl]cyclopropanecarboxylic acid). RXN SMILES: [CH3:1][C:2]1([CH3:23])[C:6]([CH3:8])([CH3:7])[O:5][B:4]([C:9]2[CH:14]=[CH:13][C:12]([C@@H:15]3[CH2:17][C@H:16]3[C:18]([O:20]CC)=[O:19])=[CH:11][CH:10]=2)[O:3]1.Cl>[OH-].[Na+]>[CH3:7][C:6]1([CH3:8])[C:2]([CH3:1])([CH3:23])[O:3][B:4]([C:9]2[CH:14]=[CH:13][C:12]([C@@H:15]3[CH2:17][C@H:16]3[C:18]([OH:20])=[O:19])=[CH:11][CH:10]=2)[O:5]1 |f:2.3|. Reported procedure: A mixture of ester from step 2 and NaOH (20%, 30 mL) was heated to 100° C. for 1.5 h, cooled to rt, acidified with HCl 10% and extracted with EtOAc. The organic extract was dried over Na2SO4 and the solvent evaporated to afford the title compound. Starting materials: CN(C)C=O, BrCC1CC1, [H-], [Na+], O=C1CCCC(c2ccccc2)CN1. The product is O=C1CCCC(c2ccccc2)CN1CC1CC1. As a reaction SMILES: [CH3:22][N:23]([CH3:24])[CH:25]=[O:26].[CH:17]1([CH2:20][Br:21])[CH2:18][CH2:19]1.[H-:1].[Na+:2].[c:3]1([CH:9]2[CH2:10][CH2:11][CH2:12][C:13](=[O:16])[NH:14][CH2:15]2)[cH:4][cH:5][cH:6][cH:7][cH:8]1>>[c:3]1([CH:9]2[CH2:10][CH2:11][CH2:12][C:13](=[O:16])[N:14]([CH2:20][CH:17]3[CH2:18][CH2:19]3)[CH2:15]2)[cH:4][cH:5][cH:6][cH:7][cH:8]1. The reactants are CC1=NOC(=C1C)NS(=O)(=O)C=1C(=CC=CC1)C1=C(C=C(C=C1)C=1OC=CN1)CNC (N-(3,4-dimethyl-5-isoxazolyl)-2'-[(methylamino)methyl]-4'-(2-oxazolyl)[1,1'-biphenyl]-2-sulfonamide), ClC1=C(C(=O)O)C=CC(=C1)Cl (2,4-dichlorobenzoic acid), C(C)(C)N=C=NC(C)C (1,3-diisopropylcarbodiimide). Solvent: C(Cl)Cl (CH2Cl2). Conditions: time 8 hour. The product is ClC1=C(C(=O)N(C)CC2=C(C=CC(=C2)C=2OC=CN2)C2=C(C=CC=C2)S(=O)(=O)NC2=C(C(=NO2)C)C)C=CC(=C1)Cl (2,4-Dichloro-N-[[2'-[[(3,4-dimethyl-5-isoxazolyl)amino]sulfonyl]-4-(2-oxazolyl)[1,1-biphenyl]-2-yl]methyl]-N-methylbenzamide). RXN SMILES: [CH3:1][C:2]1[C:6]([CH3:7])=[C:5]([NH:8][S:9]([C:12]2[C:13]([C:18]3[CH:23]=[CH:22][C:21]([C:24]4[O:25][CH:26]=[CH:27][N:28]=4)=[CH:20][C:19]=3[CH2:29][NH:30][CH3:31])=[CH:14][CH:15]=[CH:16][CH:17]=2)(=[O:11])=[O:10])[O:4][N:3]=1.[Cl:32][C:33]1[CH:41]=[C:40]([Cl:42])[CH:39]=[CH:38][C:34]=1[C:35]([OH:37])=O.C(N=C=NC(C)C)(C)C>C(Cl)Cl>[Cl:32][C:33]1[CH:41]=[C:40]([Cl:42])[CH:39]=[CH:38][C:34]=1[C:35]([N:30]([CH2:29][C:19]1[CH:20]=[C:21]([C:24]2[O:25][CH:26]=[CH:27][N:28]=2)[CH:22]=[CH:23][C:18]=1[C:13]1[CH:14]=[CH:15][CH:16]=[CH:17][C:12]=1[S:9]([NH:8][C:5]1[O:4][N:3]=[C:2]([CH3:1])[C:6]=1[CH3:7])(=[O:10])=[O:11])[CH3:31])=[O:37]. Reported procedure: To N-(3,4-dimethyl-5-isoxazolyl)-2'-[(methylamino)methyl]-4'-(2-oxazolyl)[1,1'-biphenyl]-2-sulfonamide (30 mg, 0.068 mmol, prepared as described in Step (A) of Example 28) and 2,4-dichlorobenzoic acid (13.1 mg, 0.068 mmol) in 0.68 ml of CH2Cl2, 1,3-diisopropylcarbodiimide (9.5 mg, 0.075 mmol) was added. The reaction was stirred at room temperature overnight and concentrated. The residue was purified by preparative HPLC on an ODS S10 column using 20% solvent A (10% MeOH, 90% H2O, 0.1% TFA) and 80...